describe an organic reaction: reactants, conditions, products, and yield From a dataset of the Open Reaction Database (ORD), a public repository of structured organic reaction records. The reactants are S(=O)(=O)=NC(=O)N (sulfonylurea), NC1=CC=C(C=C1)N1COC2=C(C1=O)C=C(C(=C2)NC)Cl (3-(4-aminophenyl)-6-chloro-7-(methylamino)-2,3-dihydrobenzo[e][1,3]oxazin-4-one), C(C)OC(NS(=O)(=O)C=1SC(=CC1)Cl)=O ((5-Chloro-thiophene-2-sulfonyl)-carbamic acid ethyl ester). Yields the product ClC1=CC=C(S1)S(=O)(=O)NC(=O)NC1=CC=C(C=C1)N1COC2=C(C1=O)C=C(C(=C2)NC)Cl (1-(5-chlorothiophen-2-ylsulfonyl)-3-(4-(6-chloro-7-(methylamino)-4-oxo-2H-benzo[e][1,3]oxazin-3(4H)-yl)phenyl)urea). As a reaction SMILES: S(=NC(N)=O)(=O)=O.[NH2:8][C:9]1[CH:14]=[CH:13][C:12]([N:15]2[C:20](=[O:21])[C:19]3[CH:22]=[C:23]([Cl:28])[C:24]([NH:26][CH3:27])=[CH:25][C:18]=3[O:17][CH2:16]2)=[CH:11][CH:10]=1.C([O:31][C:32](=O)[NH:33][S:34]([C:37]1[S:38][C:39]([Cl:42])=[CH:40][CH:41]=1)(=[O:36])=[O:35])C>>[Cl:42][C:39]1[S:38][C:37]([S:34]([NH:33][C:32]([NH:8][C:9]2[CH:10]=[CH:11][C:12]([N:15]3[C:20](=[O:21])[C:19]4[CH:22]=[C:23]([Cl:28])[C:24]([NH:26][CH3:27])=[CH:25][C:18]=4[O:17][CH2:16]3)=[CH:13][CH:14]=2)=[O:31])(=[O:36])=[O:35])=[CH:41][CH:40]=1. Reported procedure: Analogues to the sulfonylurea formation described in Ex. 5, 3-(4-aminophenyl)-6-chloro-7-(methylamino)-2,3-dihydrobenzo[e][1,3]oxazin-4-one (Ex. 47) (44 mg, 0.15 mmol) and (5-Chloro-thiophene-2-sulfonyl)-carbamic acid ethyl ester (59 mg, 0.22 mmol) were coupled to give 1-(5-chlorothiophen-2-ylsulfonyl)-3-(4-(6-chloro-7-(methylamino)-4-oxo-2H-benzo[e][1,3]oxazin-3(4H)-yl)phenyl)urea. RP-HPLC: 2.70 min; ES-MS (M+H)+=528.0; 1H-NMR (MeOH-d4) δ (ppm): 2.8 (s, 3), 5.4 (s, 2), 6.2 (s, 1), 6.9 (d, 1), 7... Reactants: C(C1=CC=CC=C1)C1CCN(CC1)CCCN(C(=O)C1CCNCC1)C1=CC(=C(C=C1)Cl)Cl (N-[3-(4-Benzyl-1-piperidinyl)propyl]-N-(3,4-dichlorophenyl)-4-piperidinecarboxamide), S(=O)(=O)(N)N (sulfamide). Run in CC(C)O (2-propanol). Yields the product C(C1=CC=CC=C1)C1CCN(CC1)CCCN(C(=O)C1CCN(CC1)S(N)(=O)=O)C1=CC(=C(C=C1)Cl)Cl (N-[3-(4-Benzyl-1-piperidinyl)propyl]-N-(3,4-dichlorophenyl)-1-sulfamoyl-4-piperidinecarboxamide). Isolated yield 51.2%. As a reaction SMILES: [CH2:1]([CH:8]1[CH2:13][CH2:12][N:11]([CH2:14][CH2:15][CH2:16][N:17]([C:26]2[CH:31]=[CH:30][C:29]([Cl:32])=[C:28]([Cl:33])[CH:27]=2)[C:18]([CH:20]2[CH2:25][CH2:24][NH:23][CH2:22][CH2:21]2)=[O:19])[CH2:10][CH2:9]1)[C:2]1[CH:7]=[CH:6][CH:5]=[CH:4][CH:3]=1.[S:34](N)([NH2:37])(=[O:36])=[O:35]>CC(O)C>[CH2:1]([CH:8]1[CH2:13][CH2:12][N:11]([CH2:14][CH2:15][CH2:16][N:17]([C:26]2[CH:31]=[CH:30][C:29]([Cl:32])=[C:28]([Cl:33])[CH:27]=2)[C:18]([CH:20]2[CH2:21][CH2:22][N:23]([S:34](=[O:36])(=[O:35])[NH2:37])[CH2:24][CH2:25]2)=[O:19])[CH2:10][CH2:9]1)[C:2]1[CH:7]=[CH:6][CH:5]=[CH:4][CH:3]=1. Procedure: A mixture of the compound obtained in Example 66 (391 mg, 0.80 mmol), sulfamide (1.54 g, 16.0 mmol), 2-propanol (20 mL) and distilled water (10 mL) was stirred under reflux for 4 days. The reaction mixture was concentrated under reduced pressure, and to the concentrate was added a saturated aqueous solution of sodium hydrogen carbonate. The mixture was extracted with dichloromethane. The organic layer was dried over anhydrous sodium sulfate and concentrated under reduced pressure. The concentrat... The reactants are C(C)O (Ethanol), Cl (hydrogen chloride), 71, Cl (hydrogen chloride), ice, Cl (Hydrogen chloride), C(#N)C1=CC=C(OCCCCCOC2=C(C=C(C(=O)Cl)C=C2)OC)C=C1 (4-[5-(4-cyanophenoxy)pentoxy]-3-methoxybenzoyl chloride), C(#N)C1=CC=C(OCCCCCOC2=C(C=C(C(=O)N(C(C)C)C(C)C)C=C2)OC)C=C1 (4-[5-(4-Cyanophenoxy)pentoxy]-3-methoxy-N,N-bis(1-methylethyl)-benzamide). Solvent: C(C)(=O)OCC.CCCCCC (ethyl acetate hexane). Conditions: temperature 10 celsius, time 6 hour. The product is Cl.COC=1C=C(OCCCCCOC2=CC=C(C=C2)C(OCC)=N)C=CC1C(=O)N(C(C)C)C(C)C (ethyl 4-[5-[3-methoxy-4-[N,N-bis(1-methylethyl)aminocarbonyl]phenoxy]pentoxy]benzenecarboximidoate monohydrochloride). RXN SMILES: [CH2:1]([OH:3])[CH3:2].Cl.C(C1C=C[C:10]([O:11]CCCCCOC2C=CC(C([Cl:24])=O)=CC=2OC)=CC=1)#N.[C:31]([C:33]1[CH:62]=[CH:61][C:36]([O:37][CH2:38][CH2:39][CH2:40][CH2:41][CH2:42][O:43][C:44]2[CH:58]=[CH:57][C:47]([C:48]([N:50]([CH:54]([CH3:56])[CH3:55])[CH:51]([CH3:53])[CH3:52])=[O:49])=[CH:46][C:45]=2OC)=[CH:35][CH:34]=1)#[N:32]>C(OCC)(=O)C.CCCCCC>[ClH:24].[CH3:10][O:11][C:46]1[CH:45]=[C:44]([CH:58]=[CH:57][C:47]=1[C:48]([N:50]([CH:54]([CH3:56])[CH3:55])[CH:51]([CH3:52])[CH3:53])=[O:49])[O:43][CH2:42][CH2:41][CH2:40][CH2:39][CH2:38][O:37][C:36]1[CH:61]=[CH:62][C:33]([C:31](=[NH:32])[O:3][CH2:1][CH3:2])=[CH:34][CH:35]=1 |f:4.5,6.7|. Procedure details: Ethanol (2B,6.0 L) is cooled in an ice bath to 0° C. and saturated with anhydrous hydrogen chloride over a period of 71/2 hours. The solution is left in the ice bath overnight and the hydrogen chloride addition is continued an additional hour at 0° C. 4-[5-(4-Cyanophenoxy)pentoxy]-3-methoxy-N,N-bis(1-methylethyl)-benzamide (4200 g, 9.57 mole) is added rapidly over 30 minutes and an exotherm raises the reaction mixture temperature to 10° C. Hydrogen chloride addition is continued for 6 hours and ... The reactants are BrC1=NC=C(C(=C1)C)Br (2,5-dibromo-4-methyl-pyridine), C(C)(C)N1CCNCC1 (isopropyl-piperazine), N1=CC=CC=C1 (pyridine). Solvent: [Cl-].[Na+].O (Brine). Yields the product BrC=1C(=CC(=NC1)N1CCN(CC1)C(C)C)C (1-(5-bromo-4-methyl-pyridin-2-yl)-4-isopropyl-piperazine). The yield is 90.5%. Reaction SMILES: Br[C:2]1[CH:7]=[C:6]([CH3:8])[C:5]([Br:9])=[CH:4][N:3]=1.[CH:10]([N:13]1[CH2:18][CH2:17][NH:16][CH2:15][CH2:14]1)([CH3:12])[CH3:11].N1C=CC=CC=1>[Cl-].[Na+].O>[Br:9][C:5]1[C:6]([CH3:8])=[CH:7][C:2]([N:16]2[CH2:17][CH2:18][N:13]([CH:10]([CH3:12])[CH3:11])[CH2:14][CH2:15]2)=[N:3][CH:4]=1 |f:3.4.5|. Procedure: To a solution of 2,5-dibromo-4-methyl-pyridine (5.0 g, 20 mmol) and isopropyl-piperazine (25.6 g, 200 mmol) were added pyridine (2.06 g, 206 mmol). The reaction mixture was refluxed for 5 h under a nitrogen atmosphere. Brine was added and the mixture was extracted with EtOAc. The organic extract was washed with brine and 0.5 N hydrochloric acid. The acidic layer was made alkaline with Na2CO3 to pH 8 and then extracted with CH2Cl2. The organic extract was dried (Na2SO4) and concentrated to give 5... Procedure details: Prepared according to the procedure described for step D of example 223 from 5-((3,5-dichloropyridin-4-yl)thio)-4-nitro-N-(3-oxopropyl)thiophene-2-carboxamide (100 mg, 0.23 mmol) and 4,4-dimethyl-piperidine (45.0 mg, 0.28 mmol). The title compound was afforded as a solid (30.0 mg, 26% yield). 1H NMR (400 MHz, d6-DMSO) δ: 8.99 (2H, m), 8.43 (1H, s), 3.23 (2H, m), 2.95 (4H, m), 1.82 (2H, m), 1.35 (4H, m), 1.23 (2H, m), 0.94 (6H, s). MS m/z: 503.34, 505.37 [M+H]+. Product: ClC=1C=NC=C(C1SC1=C(C=C(S1)C(=O)NCCCN1CCC(CC1)(C)C)[N+](=O)[O-])Cl (5-((3,5-dichloropyridin-4-yl)thio)-N-(3-(4,4-dimethylpiperidin-1-yl)propyl)-4-nitrothiophene-2-carboxamide), solid. RXN SMILES: [Cl:1][C:2]1[CH:3]=[N:4][CH:5]=[C:6]([Cl:24])[C:7]=1[S:8][C:9]1[S:13][C:12]([C:14]([NH:16][CH2:17][CH2:18][CH:19]=O)=[O:15])=[CH:11][C:10]=1[N+:21]([O-:23])=[O:22].[CH3:25][C:26]1([CH3:32])[CH2:31][CH2:30][NH:29][CH2:28][CH2:27]1>>[Cl:1][C:2]1[CH:3]=[N:4][CH:5]=[C:6]([Cl:24])[C:7]=1[S:8][C:9]1[S:13][C:12]([C:14]([NH:16][CH2:17][CH2:18][CH2:19][N:29]2[CH2:30][CH2:31][C:26]([CH3:32])([CH3:25])[CH2:27][CH2:28]2)=[O:15])=[CH:11][C:10]=1[N+:21]([O-:23])=[O:22]. Starting materials: ClC=1C=NC=C(C1SC1=C(C=C(S1)C(=O)NCCC=O)[N+](=O)[O-])Cl (5-((3,5-dichloropyridin-4-yl)thio)-4-nitro-N-(3-oxopropyl)thiophene-2-carboxamide), CC1(CCNCC1)C (4,4-dimethyl-piperidine). The yield is 26.0%. Starting materials: [N+](=O)([O-])C1=C(C=CC=C1)O (o-nitrophenol), C(C)(C)(C)C=1C=C(C(=O)O)C=C(C1O)C(C)(C)C (3,5-di-t-butyl-4-hydroxybenzoic acid), FC(C(=O)OC(C(F)(F)F)=O)(F)F (trifluoroacetic anhydride), ice water, C(O)([O-])=O.[Na+] (sodium hydrogen carbonate). Run at time 8 hour. Product: C(C)(C)(C)C=1C=C(C(=O)OC2=C(C=CC=C2)[N+](=O)[O-])C=C(C1O)C(C)(C)C (2-nitrophenyl 3,5-di-t-butyl-4-hydroxybenzoate). Isolated yield 70.1%. Reaction SMILES: [N+:1]([C:4]1[CH:9]=[CH:8][CH:7]=[CH:6][C:5]=1[OH:10])([O-:3])=[O:2].[C:11]([C:15]1[CH:16]=[C:17]([CH:21]=[C:22]([C:25]([CH3:28])([CH3:27])[CH3:26])[C:23]=1[OH:24])[C:18](O)=[O:19])([CH3:14])([CH3:13])[CH3:12].FC(F)(F)C(OC(=O)C(F)(F)F)=O.C(=O)([O-])O.[Na+]>>[C:25]([C:22]1[CH:21]=[C:17]([CH:16]=[C:15]([C:11]([CH3:14])([CH3:13])[CH3:12])[C:23]=1[OH:24])[C:18]([O:10][C:5]1[CH:6]=[CH:7][CH:8]=[CH:9][C:4]=1[N+:1]([O-:3])=[O:2])=[O:19])([CH3:28])([CH3:27])[CH3:26] |f:3.4|. Procedure: A mixture of o-nitrophenol (1.39 g), 3,5-di-t-butyl-4-hydroxybenzoic acid (2.50 g) and trifluoroacetic anhydride (8.5 ml) was stirred at room temperature overnight. The mixture was poured into ice water, neutralized with sodium hydrogen carbonate, extracted with ethyl acetate, washed with water, saturated saline, and dried over anhydrous MgSO4. The solvent was distilled off and crystallization of the residue from diisopropyl ether afforded 2-nitrophenyl 3,5-di-t-butyl-4-hydroxybenzoate (2.60 g, ... Reactants: CC(C)(C)OC(=O)NCCCC(NC(=O)OC(C)(C)C)C(=O)O, C1CCOC1, CCN=C=NCCCN(C)C, CN(C)c1ccncc1, ClCCl, Cl, N#Cc1c(SCc2csc(-c3ccc(Cl)cc3)n2)nc(N2CCC2)c(C#N)c1-c1ccc(OCCO)cc1, CN(C)C=O, O. The product is CC(C)(C)OC(=O)NCCCC(NC(=O)OC(C)(C)C)C(=O)OCCOc1ccc(-c2c(C#N)c(SCc3csc(-c4ccc(Cl)cc4)n3)nc(N3CCC3)c2C#N)cc1. Reaction SMILES: [C:39]([CH3:40])([CH3:41])([CH3:42])[O:43][C:44](=[O:45])[NH:46][CH:47]([CH2:48][CH2:49][CH2:50][NH:51][C:52](=[O:53])[O:54][C:55]([CH3:56])([CH3:57])[CH3:58])[C:59](=[O:60])[OH:61].[CH2:92]1[O:93][CH2:94][CH2:95][CH2:96]1.[CH3:66][N:67]([CH3:68])[CH2:69][CH2:70][CH2:71][N:72]=[C:73]=[N:74][CH2:75][CH3:76].[CH3:77][N:78]([CH3:79])[c:80]1[cH:81][cH:82][n:83][cH:84][cH:85]1.[Cl:62][CH2:63][Cl:64].[ClH:65].[N:1]1([c:5]2[n:6][c:7]([S:25][CH2:26][c:27]3[n:28][c:29](-[c:32]4[cH:33][cH:34][c:35]([Cl:38])[cH:36][cH:37]4)[s:30][cH:31]3)[c:8]([C:23]#[N:24])[c:9](-[c:13]3[cH:14][cH:15][c:16]([O:19][CH2:20][CH2:21][OH:22])[cH:17][cH:18]3)[c:10]2[C:11]#[N:12])[CH2:2][CH2:3][CH2:4]1.[O:86]=[CH:87][N:88]([CH3:89])[CH3:90].[OH2:91]>>[N:1]1([c:5]2[n:6][c:7]([S:25][CH2:26][c:27]3[n:28][c:29](-[c:32]4[cH:33][cH:34][c:35]([Cl:38])[cH:36][cH:37]4)[s:30][cH:31]3)[c:8]([C:23]#[N:24])[c:9](-[c:13]3[cH:14][cH:15][c:16]([O:19][CH2:20][CH2:21][O:22][C:59]([CH:47]([NH:46][C:44]([O:43][C:39]([CH3:40])([CH3:41])[CH3:42])=[O:45])[CH2:48][CH2:49][CH2:50][NH:51][C:52](=[O:53])[O:54][C:55]([CH3:56])([CH3:57])[CH3:58])=[O:60])[cH:17][cH:18]3)[c:10]2[C:11]#[N:12])[CH2:2][CH2:3][CH2:4]1. The solvent is ClCCl (dichloromethane), ClCCl (dichloromethane). The yield is 52.9%. The reactants are O (Water), C1(CC1)C(CC(=O)OC)C1=CC(=C(C=C1)F)OC (methyl 3-cyclopropyl-3-(4-fluoro-3-methoxyphenyl)propanoate), solution, B(Br)(Br)Br (boron tribromide). Product: C1(CC1)C(CC(=O)OC)C1=CC(=C(C=C1)F)O (methyl 3-cyclopropyl-3-(4-fluoro-3-hydroxyphenyl)propanoate). Procedure details: To a solution of methyl 3-cyclopropyl-3-(4-fluoro-3-methoxyphenyl)propanoate (800 mg) in dichloromethane (20 mL) was added dropwise a 1.0 M solution of boron tribromide in dichloromethane (3.8 mL) at −5° C. over 20 min, and thereafter the mixture was stirred for 2 hr. Water (20 mL) was added dropwise to the reaction mixture, and the mixture was extracted with dichloromethane. The extract was washed with saturated brine, and dried over anhydrous sodium sulfate. The solvent was evaporated under re... RXN SMILES: [CH:1]1([CH:4]([C:10]2[CH:15]=[CH:14][C:13]([F:16])=[C:12]([O:17]C)[CH:11]=2)[CH2:5][C:6]([O:8][CH3:9])=[O:7])[CH2:3][CH2:2]1.B(Br)(Br)Br.O>ClCCl>[CH:1]1([CH:4]([C:10]2[CH:15]=[CH:14][C:13]([F:16])=[C:12]([OH:17])[CH:11]=2)[CH2:5][C:6]([O:8][CH3:9])=[O:7])[CH2:2][CH2:3]1. Conditions: time 2 hour. The reactants are ClC[Si](CC1=CC=C(C=C1)F)(C)C (Chloromethyl-dimethyl-4-fluorobenzylsilane), C1(C=2C(C(N1)=O)=CC=CC2)=O.[K] (potassium phthalimide), O (water). Run in CN(C=O)C (dimethylformamide). The product is ether hexane-20, C[Si](CC1=CC=C(C=C1)F)(C)CN1C(C=2C(C1=O)=CC=CC2)=O (N[(dimethyl-4-fluorobenzylsilyl)methyl]phthalimide). The yield is 94.9%. As a reaction SMILES: Cl[CH2:2][Si:3]([CH3:13])([CH3:12])[CH2:4][C:5]1[CH:10]=[CH:9][C:8]([F:11])=[CH:7][CH:6]=1.[C:14]1(=[O:24])[NH:18][C:17](=[O:19])[C:16]2=[CH:20][CH:21]=[CH:22][CH:23]=[C:15]12.[K].O>CN(C)C=O>[CH3:12][Si:3]([CH2:2][N:18]1[C:17](=[O:19])[C:16]2=[CH:20][CH:21]=[CH:22][CH:23]=[C:15]2[C:14]1=[O:24])([CH3:13])[CH2:4][C:5]1[CH:10]=[CH:9][C:8]([F:11])=[CH:7][CH:6]=1 |f:1.2,^1:24|. Procedure details: Chloromethyl-dimethyl-4-fluorobenzylsilane (2.01 g, 9.33 mmol) and potassium phthalimide (1.90 g), 10.27 mmol) were heated in dry dimethylformamide (30 ml) at 70° C. for 5 hours and then the mixture was poured into water and extracted with ether. The ether solution was washed with water, brine, dried and evaporated. Chromatography (silica gel, ether/hexane-20/80) afforded N[(dimethyl-4-fluorobenzylsilyl)methyl]phthalimide as a white powder (2.90 g, 95% yield) 1H NMR (CDCl3, TMS) δ: 0.20 (s,6H), ...